Task: describe an organic reaction: reactants, conditions, products, and yield. Dataset: the Open Reaction Database (ORD), a public repository of structured organic reaction records Starting materials: N1C[C@H](CCC1)NC(OC(C)(C)C)=O (tert-butyl(S)-piperidin-3-ylcarbamate), CCN=C=NCCCN(C)C (EDCI), C=1C=CC2=C(C1)N=NN2O (HOBt), ClC=1C=C(C=C(C1)Cl)NCC(=O)O (2-(3,5-dichlorophenylamino)acetic acid), CCN(C(C)C)C(C)C (DIEA). Solvent: CCOC(=O)C (EtOAc), CN(C)C=O (DMF). Run at time 8 hour. Product: ClC=1C=C(C=C(C1)Cl)NCC(=O)N1C[C@H](CCC1)NC(OC(C)(C)C)=O (tert-butyl(S)-1-(2-(3,5-dichlorophenylamino)acetyl)piperidin-3-ylcarbamate). Isolated yield 89.5%. RXN SMILES: [NH:1]1[CH2:6][CH2:5][CH2:4][C@H:3]([NH:7][C:8](=[O:14])[O:9][C:10]([CH3:13])([CH3:12])[CH3:11])[CH2:2]1.CCN=C=NCCCN(C)C.C1C=CC2N(O)N=NC=2C=1.[Cl:36][C:37]1[CH:38]=[C:39]([NH:44][CH2:45][C:46](O)=[O:47])[CH:40]=[C:41]([Cl:43])[CH:42]=1.CCN(C(C)C)C(C)C>CN(C=O)C.CCOC(C)=O>[Cl:36][C:37]1[CH:38]=[C:39]([NH:44][CH2:45][C:46]([N:1]2[CH2:6][CH2:5][CH2:4][C@H:3]([NH:7][C:8](=[O:14])[O:9][C:10]([CH3:11])([CH3:13])[CH3:12])[CH2:2]2)=[O:47])[CH:40]=[C:41]([Cl:43])[CH:42]=1. Procedure details: To a solution of tert-butyl(S)-piperidin-3-ylcarbamate (500 mg, 2.5 mmol), in DMF (5 mL) was added EDCI (573 mg, 3.0 mmol), HOBt (405 mg, 3.0 mmol), 2-(3,5-dichlorophenylamino)acetic acid (550 mg, 2.5 mmol) and DIEA (0.5 mL, 3.0 mmol) at 0° C. The reaction mixture was stirred at rt overnight, the reaction mixture was diluted with EtOAc and washed with water. The water layer was extracted with the EtOAc and the combined organic layer was dried over Na2SO4 and evaporated in vacuo to give the crude... The reactants are FC(C(=O)O)(F)F (Trifluoroacetic acid), NC(C(C)C1=C(CCC2=NC(=NC=C2C(F)(F)F)NC2=CC=C(C=C2)C2CCN(CC2)C(=O)OC(C)(C)C)C=CC=C1)=O (tert-butyl 4-(4-((4-(2-(1-amino-1-oxopropan-2-yl)phenethyl)-5-(trifluoromethyl)pyrimidin-2-yl)amino)phenyl)piperidine-1-carboxylate), C1CCCCC1 (cyclohexane). The solvent is CCOC(=O)C (EtOAc), C(Cl)Cl (DCM). Conditions: time 23 hour. Yields the product N1CCC(CC1)C1=CC=C(C=C1)NC1=NC=C(C(=N1)CCC1=C(C=CC=C1)C(C(=O)N)C)C(F)(F)F (2-(2-(2-(2-((4-(Piperidin-4-yl)phenyl)amino)-5-(trifluoromethyl)pyrimidin-4-yl)ethyl)phenyl)propanamide). Isolated yield 46.1%. RXN SMILES: FC(F)(F)C(O)=O.[NH2:8][C:9](=[O:50])[CH:10]([C:12]1[CH:49]=[CH:48][CH:47]=[CH:46][C:13]=1[CH2:14][CH2:15][C:16]1[C:21]([C:22]([F:25])([F:24])[F:23])=[CH:20][N:19]=[C:18]([NH:26][C:27]2[CH:32]=[CH:31][C:30]([CH:33]3[CH2:38][CH2:37][N:36](C(OC(C)(C)C)=O)[CH2:35][CH2:34]3)=[CH:29][CH:28]=2)[N:17]=1)[CH3:11].C1CCCCC1>C(Cl)Cl.CCOC(C)=O>[NH:36]1[CH2:37][CH2:38][CH:33]([C:30]2[CH:29]=[CH:28][C:27]([NH:26][C:18]3[N:17]=[C:16]([CH2:15][CH2:14][C:13]4[CH:46]=[CH:47][CH:48]=[CH:49][C:12]=4[CH:10]([CH3:11])[C:9]([NH2:8])=[O:50])[C:21]([C:22]([F:25])([F:24])[F:23])=[CH:20][N:19]=3)=[CH:32][CH:31]=2)[CH2:34][CH2:35]1. Reported procedure: Trifluoroacetic acid (0.417 mL, 5.46 mmol) was added to a solution of tert-butyl 4-(4-((4-(2-(1-amino-1-oxopropan-2-yl)phenethyl)-5-(trifluoromethyl)pyrimidin-2-yl)amino)phenyl)piperidine-1-carboxylate (I55) (65.2 mg, 0.109 mmol) in dry DCM (8 mL) under an atmosphere of nitrogen. The reaction was stirred at room temperature for 23 hours. The volatiles were removed in vacuo and the residue partitioned between EtOAc (20 mL) and 2 M NaOH (20 mL). The layers were separated and the aqueous layer was ... Starting materials: CC(=O)CC(C)C, N#CCCCCCl, Clc1ccc(N2CCNCC2)cc1Cl, [I-], [K+], [Na+], [Na+], O=C([O-])[O-]. Yields the product N#CCCCCN1CCN(c2ccc(Cl)c(Cl)c2)CC1. RXN SMILES: [CH3:30][CH:31]([CH3:32])[CH2:33][C:34](=[O:35])[CH3:36].[Cl:15][CH2:16][CH2:17][CH2:18][CH2:19][C:20]#[N:21].[Cl:1][c:2]1[cH:3][c:4]([N:9]2[CH2:10][CH2:11][NH:12][CH2:13][CH2:14]2)[cH:5][cH:6][c:7]1[Cl:8].[I-:29].[K+:28].[Na+:22].[Na+:23].[O-:24][C:25](=[O:26])[O-:27]>>[Cl:1][c:2]1[cH:3][c:4]([N:9]2[CH2:10][CH2:11][N:12]([CH2:16][CH2:17][CH2:18][CH2:19][C:20]#[N:21])[CH2:13][CH2:14]2)[cH:5][cH:6][c:7]1[Cl:8]. Starting materials: ClC=1C=C(C(=O)C=2SC3=C(C2C2=CC=CC=C2)C=CC(=C3)OC)C=CC1 (2-(3-Chlorobenzoyl)-3-phenyl-6-methoxybenzothiophene), Cl.N1=CC=CC=C1 (pyridine hydrochloride), ice water. Yields the product ClC=1C=C(C(=O)C=2SC3=C(C2C2=CC=CC=C2)C=CC(=C3)O)C=CC1 (2-(3-Chlorobenzoyl)-3-phenyl-6-hydroxybenzothiophene). Isolated yield 39.0%. As a reaction SMILES: [Cl:1][C:2]1[CH:3]=[C:4]([CH:24]=[CH:25][CH:26]=1)[C:5]([C:7]1[S:8][C:9]2[CH:21]=[C:20]([O:22]C)[CH:19]=[CH:18][C:10]=2[C:11]=1[C:12]1[CH:17]=[CH:16][CH:15]=[CH:14][CH:13]=1)=[O:6].Cl.N1C=CC=CC=1>>[Cl:1][C:2]1[CH:3]=[C:4]([CH:24]=[CH:25][CH:26]=1)[C:5]([C:7]1[S:8][C:9]2[CH:21]=[C:20]([OH:22])[CH:19]=[CH:18][C:10]=2[C:11]=1[C:12]1[CH:13]=[CH:14][CH:15]=[CH:16][CH:17]=1)=[O:6] |f:1.2|. Procedure details: A mixture of 10.9 g. of the product from Example 16 and 33.6 g. of pyridine hydrochloride was refluxed in a 220° C. oil bath for 1.5 hours. The hot reaction mixture then was poured over an ice-water mixture, and the resulting solid was collected. The solid was washed with water and dissolved in ethyl acetate. The ethyl acetate solution was washed with saturated aqueous sodium chloride and dried over magnesium sulfate. The ethyl acetate solution then was filtered and evaporated. The residue was r... Reactants: C([O-])([O-])=O.[K+].[K+] (potassium carbonate), C(C)I (ethyl iodide), OC=1C=C2CCC(C2=CC1)=O (5-Hydroxy-1-indanone). Run in CC(=O)C (acetone). Conditions: time 6 day. The product is C(C)OC=1C=C2CCC(C2=CC1)=O (5-Ethoxy-indan-1-one). Yield: 99.3%. Reaction SMILES: [OH:1][C:2]1[CH:3]=[C:4]2[C:8](=[CH:9][CH:10]=1)[C:7](=[O:11])[CH2:6][CH2:5]2.C(=O)([O-])[O-].[K+].[K+].[CH2:18](I)[CH3:19]>CC(C)=O>[CH2:18]([O:1][C:2]1[CH:3]=[C:4]2[C:8](=[CH:9][CH:10]=1)[C:7](=[O:11])[CH2:6][CH2:5]2)[CH3:19] |f:1.2.3|. Procedure: 5-Hydroxy-1-indanone (2.5 g, 16.0 mmol) was dissolved in acetone (60 ml) and potassium carbonate (waterfree, 5.15 g, 36.9 mmol) and ethyl iodide (2.88 ml, 35.3 mmol) were added. The reaction was stirred at it under an atmosphere of nitrogene for 6 days. The mixture was filtered, the filtrate collected and the solvent evaporated at reduced pressure. Chromatography on silica (flashmaster, hex to hex/EtOAc 2/3 in 20 min, 15 min hex/EtOAc 2/3) gave the product as off-white solid (2.8 g, 99%). [1H-NM... The reactants are CCCCCC.C(C)(=O)OCC (hexane ethyl acetate), Cl.NO (hydroxylamine hydrochloride), C(C)(=O)[O-] (acetate), compound. Solvent: C(C)O (ethanol). Yields the product ON=C1C(CCC1)CCC(=O)OCC (ethyl 2-hydroxyiminocyclopentanepropionate). The yield is 84.0%. As a reaction SMILES: Cl.[NH2:2][OH:3].C([O-])(=O)C.[CH3:8][CH2:9][CH2:10][CH2:11][CH2:12][CH3:13].[C:14]([O:17][CH2:18][CH3:19])(=[O:16])[CH3:15]>C(O)C>[OH:3][N:2]=[C:10]1[CH2:11][CH2:12][CH2:13][CH:9]1[CH2:8][CH2:15][C:14]([O:17][CH2:18][CH3:19])=[O:16] |f:0.1,3.4|. Reported procedure: Namely, to a solution of 50 ml (0.35 mol) of ethyl cyclopentanone-2-carboxylate in 130 ml of dioxane was added 3.8 ml of Triton B. Then, to the solution was added 27.1 ml (0.242 mol) of acrylonitrile in 50 ml of dioxane. The solution was stirred at room temperature for 12 hours, and extracted with ether after 100 ml of 10% hydrochloride acid was added thereto. An organic layer was dried over anhydrous magnesium sulfate. After removing the solvent, 300 ml of conc. hydrochloric acid was added to t...